Dataset: the Open Reaction Database (ORD), a public repository of structured organic reaction records. Task: describe an organic reaction: reactants, conditions, products, and yield Reactants: CC(C)(C)OC(=O)Nc1ncc(Br)s1, C1CCOC1, CC(C)O, CCOC(=O)N=NC(=O)OCC, c1ccc(P(c2ccccc2)c2ccccc2)cc1. The product is CC(C)N(C(=O)OC(C)(C)C)c1ncc(Br)s1. As a reaction SMILES: [Br:1][c:2]1[cH:3][n:4][c:5]([NH:7][C:8]([O:9][C:10]([CH3:11])([CH3:12])[CH3:13])=[O:14])[s:6]1.[CH2:50]1[O:51][CH2:52][CH2:53][CH2:54]1.[CH:15]([CH3:16])([CH3:17])[OH:18].[O:38]=[C:39]([O:40][CH2:41][CH3:42])[N:43]=[N:44][C:45]([O:46][CH2:47][CH3:48])=[O:49].[c:19]1([P:20]([c:21]2[cH:22][cH:23][cH:24][cH:25][cH:26]2)[c:27]2[cH:28][cH:29][cH:30][cH:31][cH:32]2)[cH:33][cH:34][cH:35][cH:36][cH:37]1>>[Br:1][c:2]1[cH:3][n:4][c:5]([N:7]([C:8]([O:9][C:10]([CH3:11])([CH3:12])[CH3:13])=[O:14])[CH:15]([CH3:16])[CH3:17])[s:6]1. Starting materials: CSCCC(NC(=O)OC(C)(C)C)C(=O)O, CCN1CCOCC1, CC(C)CN, CCN=C=NCCCN(C)C, ClCCl, Cl, On1nnc2ccccc21. The product is CSCCC(NC(=O)OC(C)(C)C)C(=O)NCC(C)C. Reaction SMILES: [C:1]([CH3:2])([CH3:3])([CH3:4])[O:5][C:6](=[O:7])[NH:8][CH:9]([C:10](=[O:11])[OH:12])[CH2:13][CH2:14][S:15][CH3:16].[CH2:39]([N:40]1[CH2:41][CH2:42][O:43][CH2:44][CH2:45]1)[CH3:46].[CH2:47]([CH:48]([CH3:49])[CH3:50])[NH2:51].[CH3:17][CH2:18][N:19]=[C:20]=[N:21][CH2:22][CH2:23][CH2:24][N:25]([CH3:26])[CH3:27].[Cl:52][CH2:53][Cl:54].[ClH:28].[OH:29][n:30]1[c:31]2[c:32]([cH:33][cH:34][cH:35][cH:36]2)[n:37][n:38]1>>[C:1]([CH3:2])([CH3:3])([CH3:4])[O:5][C:6](=[O:7])[NH:8][CH:9]([C:10](=[O:12])[NH:51][CH2:47][CH:48]([CH3:49])[CH3:50])[CH2:13][CH2:14][S:15][CH3:16]. Starting materials: C1C(NC=2C1=C1C=CC=NC1=CC2)=O (1,3-Dihydro-pyrrolo[3,2-f]quinoline-2-one), BrC=1C=C(C=O)C=C(C1O)Br (3,5-dibromo-4-hydroxybenzaldehyde), Cl (hydrochloric acid). The solvent is C(C)(=O)O (acetic acid). Conditions: temperature 115 celsius, time 8 hour. Yields the product Cl.BrC=1C=C(C=C2C(NC=3C2=C2C=CC=NC2=CC3)=O)C=C(C1O)Br (1-(3,5-Dibromo-4-hydroxy-benzylidene)-1,3-dihydro-pyrrolo[3,2-f]quinolin-2-one hydrochloride). RXN SMILES: [CH2:1]1[C:5]2=[C:6]3[C:11](=[CH:12][CH:13]=[C:4]2[NH:3][C:2]1=[O:14])[N:10]=[CH:9][CH:8]=[CH:7]3.[Br:15][C:16]1[CH:17]=[C:18]([CH:21]=[C:22]([Br:25])[C:23]=1[OH:24])[CH:19]=O.[ClH:26]>C(O)(=O)C>[ClH:26].[Br:15][C:16]1[CH:17]=[C:18]([CH:21]=[C:22]([Br:25])[C:23]=1[OH:24])[CH:19]=[C:1]1[C:5]2=[C:6]3[C:11](=[CH:12][CH:13]=[C:4]2[NH:3][C:2]1=[O:14])[N:10]=[CH:9][CH:8]=[CH:7]3 |f:4.5|. Procedure: 1,3-Dihydro-pyrrolo[3,2-f]quinoline-2-one (552 mg, 3.00 mmol) was combined with 855 mg (3.05 mmol) of 3,5-dibromo-4-hydroxybenzaldehyde (TCl Chemicals) in 6 mL of glacial acetic acid with 1 mL of concentrated hydrochloric acid. The reaction was stirred at 115° C. for 8 hr, cooled and filtered, washing with ethyl acetate, to give 1.32 g of 1-(3,5-Dibromo-4-hydroxy-benzylidene)-1,3-dihydro-pyrrolo[3,2-f]quinolin-2-one hydrochloride as a brown solid which consisted of a 9/1 mixture of Z/E isomers. ... Reactants: C1(=CC=CC=C1)C(CCO)(C1=CC=CC=C1)C1=CC=CC=C1 (triphenylpropanol), OC1=CC=C(C=C1)CC(=O)O (4-hydroxyphenylacetic acid), C1(=CC=CC=C1)P(C1=CC=CC=C1)C1=CC=CC=C1 (triphenylphosphine), CCOC(=O)/N=N/C(=O)OCC (DEAD). Solvent: C1CCOC1 (THF), C1CCOC1 (THF). Reaction conditions: time 16 hour. The product is OC1=CC=C(C=C1)CC(=O)OCCC(C1=CC=CC=C1)(C1=CC=CC=C1)C1=CC=CC=C1 (3,3,3-Triphenylpropyl 2-(4-hydroxyphenyl)acetate). Isolated yield 34.0%. Reaction SMILES: [C:1]1([C:7]([C:17]2[CH:22]=[CH:21][CH:20]=[CH:19][CH:18]=2)([C:11]2[CH:16]=[CH:15][CH:14]=[CH:13][CH:12]=2)[CH2:8][CH2:9][OH:10])[CH:6]=[CH:5][CH:4]=[CH:3][CH:2]=1.[OH:23][C:24]1[CH:29]=[CH:28][C:27]([CH2:30][C:31](O)=[O:32])=[CH:26][CH:25]=1.C1(P(C2C=CC=CC=2)C2C=CC=CC=2)C=CC=CC=1.CCOC(/N=N/C(OCC)=O)=O>C1COCC1>[OH:23][C:24]1[CH:29]=[CH:28][C:27]([CH2:30][C:31]([O:10][CH2:9][CH2:8][C:7]([C:1]2[CH:2]=[CH:3][CH:4]=[CH:5][CH:6]=2)([C:11]2[CH:12]=[CH:13][CH:14]=[CH:15][CH:16]=2)[C:17]2[CH:18]=[CH:19][CH:20]=[CH:21][CH:22]=2)=[O:32])=[CH:26][CH:25]=1. Procedure: To triphenylpropanol (3.98 mmol), 4-hydroxyphenylacetic acid (3.98 mmol), and triphenylphosphine (4.39 mmol) in dry THF (20 mL) at 0° C. under a nitrogen atmosphere, was added DEAD (4.39 mmol) in dry THF (20 mL) over 15 minutes. The reaction was stirred at room temperature for 16 h and then the THF was evaporated. The residue was chromatographed on silica gel using 15-30% EtOAc/hexanes. White solid, mp=136°-138° C. (ether), 34% yield. 1H NMR δ 7.15-7.27 (m, 15H), 7.10 (d, J=8.5 Hz, 2H), 6.77 (d,... The reactants are C(=O)C1=CN=C(S1)NCCCNC([C@H](C)NC([C@H](C)NC([C@H](C)NC(OC(C)(C)C)=O)=O)=O)=O (tert-Butyl(S)-1-((S)-1-((S)-1-(3-(5-formylthiazol-2-ylamino)propylamino)-1-oxopropan-2-ylamino)-1-oxopropan-2-ylamino)-1-oxopropan-2-ylcarbamate), CCOCC (Et2O). Run in O1CCOCC1 (Dioxane), Cl (HCl), O1CCOCC1 (dioxane), Cl (HCl). Reaction conditions: time 4 hour. Product: N[C@H](C(=O)N[C@H](C(=O)N[C@H](C(=O)NCCCNC=1SC(=CN1)C=O)C)C)C ((S)-2-Amino-N-((S)-1-((S)-1-(3-(5-formylthiazol-2-ylamino)propylamino)-1-oxopropan-2-ylamino)-1-oxopropan-2-yl)propanamide). As a reaction SMILES: [CH:1]([C:3]1[S:7][C:6]([NH:8][CH2:9][CH2:10][CH2:11][NH:12][C:13](=[O:34])[C@@H:14]([NH:16][C:17](=[O:33])[C@@H:18]([NH:20][C:21](=[O:32])[C@@H:22]([NH:24]C(=O)OC(C)(C)C)[CH3:23])[CH3:19])[CH3:15])=[N:5][CH:4]=1)=[O:2].CCOCC>O1CCOCC1.Cl>[NH2:24][C@@H:22]([CH3:23])[C:21]([NH:20][C@@H:18]([CH3:19])[C:17]([NH:16][C@@H:14]([CH3:15])[C:13]([NH:12][CH2:11][CH2:10][CH2:9][NH:8][C:6]1[S:7][C:3]([CH:1]=[O:2])=[CH:4][N:5]=1)=[O:34])=[O:33])=[O:32]. Reported procedure: To a suspension of material from Example 73 (213 mg, 0.427 mmol) in Dioxane (10 mL), is added HCl, 4.0M in dioxane (92 mL, 368 mmol) and HCl, 1.0M in Et2O (10.4 mL, 10.4 mmol). The resulting suspension is stirred at room temp 4 h and then the solvent is evaporated off under a gentle stream of N2. The resulting residue is suspended in CH2Cl2 (60 mL) and the solvent is removed in vacuo (repeat 4 times) to give the title compound (quantitative yield) as an off white solid, as an HCl salt. LC/MS (Co...